Dataset: the Open Reaction Database (ORD), a public repository of structured organic reaction records. Task: describe an organic reaction: reactants, conditions, products, and yield The reactants are [Na+].ClC1=C(C=C(C(=O)[O-])C=C1)OC=1C(=NC=C(C1)SC(C)C1=NC=CC=C1)NC=1SC=C(N1)C (4-chloro-3-(2-(4-methylthiazol-2-ylamino)-5-(1-(pyridin-2-yl)ethylthio)pyridin-3-yloxy)benzoic acid sodium salt), TEA, C(OCC)(=O)Cl (ethyl carbonochloridate), CN(CCN)C (N1,N1-dimethylethane-1,2-diamine), Cl (HCl), [OH-].[Na+] (NaOH). Run in CCOCC (ether), C(Cl)Cl (CH2Cl2). Conditions: time 3 hour. The product is Cl.Cl.Cl.ClC1=C(C=C(C(=O)NCCN(C)C)C=C1)OC=1C(=NC=C(C1)SC(C)C1=NC=CC=C1)NC=1SC=C(N1)C (4-chloro-N-(2-(dimethylamino)ethyl)-3-(2-(4-methylthiazol-2-ylamino)-5-(1-(pyridin-2-yl)ethylthio)pyridin-3-yloxy)benzamide trihydrochloride). Isolated yield 14.8%. RXN SMILES: [Na+].[Cl:2][C:3]1[CH:11]=[CH:10][C:6]([C:7]([O-:9])=O)=[CH:5][C:4]=1[O:12][C:13]1[C:14]([NH:28][C:29]2[S:30][CH:31]=[C:32]([CH3:34])[N:33]=2)=[N:15][CH:16]=[C:17]([S:19][CH:20]([C:22]2[CH:27]=[CH:26][CH:25]=[CH:24][N:23]=2)[CH3:21])[CH:18]=1.C([Cl:40])(=O)OCC.[CH3:41][N:42]([CH3:46])[CH2:43][CH2:44][NH2:45].[OH-].[Na+].[ClH:49]>C(Cl)Cl.CCOCC>[ClH:2].[ClH:40].[ClH:49].[Cl:2][C:3]1[CH:11]=[CH:10][C:6]([C:7]([NH:45][CH2:44][CH2:43][N:42]([CH3:46])[CH3:41])=[O:9])=[CH:5][C:4]=1[O:12][C:13]1[C:14]([NH:28][C:29]2[S:30][CH:31]=[C:32]([CH3:34])[N:33]=2)=[N:15][CH:16]=[C:17]([S:19][CH:20]([C:22]2[CH:27]=[CH:26][CH:25]=[CH:24][N:23]=2)[CH3:21])[CH:18]=1 |f:0.1,4.5,9.10.11.12|. Reported procedure: 4-chloro-3-(2-(4-methylthiazol-2-ylamino)-5-(1-(pyridin-2-yl)ethylthio)pyridin-3-yloxy)benzoic acid (prepared according to Example 73; 0.131 g, 0.263 mmol), TEA (d. 0.726) (0.0732 mL, 0.525 mmol), ethyl carbonochloridate (0.057 g, 0.525 mmol), and N1,N1-dimethylethane-1,2-diamine (0.0231 g, 0.263 mmol) were reacted according the method of Example 72. 1N NaOH was added and the reaction mixture was stirred for 3 hours. The reaction mixture was extracted with CH2Cl2. The combined extracts were conc... Starting materials: C(C)(=O)OC1=CC=CC=2CC(OC21)(C)C (7-acetoxy-2,3-dihydro-2,2-dimethylbenzofuran), [N+](=O)(O)[O-] (nitric acid). The solvent is C(Cl)(Cl)Cl (chloroform). Conditions: time 1 hour. Yields the product C(C)(=O)OC1=CC(=CC=2CC(OC21)(C)C)[N+](=O)[O-] (7-acetoxy-2,3-dihydro-2,2-dimethyl-5-nitrobenzofuran). RXN SMILES: [C:1]([O:4][C:5]1[C:13]2[O:12][C:11]([CH3:15])([CH3:14])[CH2:10][C:9]=2[CH:8]=[CH:7][CH:6]=1)(=[O:3])[CH3:2].[N+:16]([O-])([OH:18])=[O:17]>C(Cl)(Cl)Cl>[C:1]([O:4][C:5]1[C:13]2[O:12][C:11]([CH3:15])([CH3:14])[CH2:10][C:9]=2[CH:8]=[C:7]([N+:16]([O-:18])=[O:17])[CH:6]=1)(=[O:3])[CH3:2]. Procedure details: 2,3-Dihydro-2,2-dimethyl-7-benzofuranol (16.4 g, 0.1 mol) was dissolved in 100 ml of an aqueous solution of sodium hydroxide (6.0 g, 0.15 mol), and 12.8 g of acetic anhydride was dumped into the solution and thoroughly mixed, whereby a white solid substance was precipitated. This substance was collected by filtration and dried, whereby 19.5 g of 7-acetoxy-2,3-dihydro-2,2-dimethylbenzofuran was obtained. The melting point of this product was 48.5°-49.5° C. This phenol acetate was dissolved in 400... Starting materials: C1CCOC1, CC(C)(C)OC(=O)N1CCN(c2ccc(C#C[Si](C)(C)C)cn2)CC1, CCCC[N+](CCCC)(CCCC)CCCC, [F-], O. Product: C#Cc1ccc(N2CCN(C(=O)OC(C)(C)C)CC2)nc1. RXN SMILES: [CH2:45]1[O:46][CH2:47][CH2:48][CH2:49]1.[CH3:1][Si:2]([CH3:3])([CH3:4])[C:5]#[C:6][c:7]1[cH:8][cH:9][c:10]([N:13]2[CH2:14][CH2:15][N:16]([C:19](=[O:20])[O:21][C:22]([CH3:23])([CH3:24])[CH3:25])[CH2:17][CH2:18]2)[n:11][cH:12]1.[CH3:27][CH2:28][CH2:29][CH2:30][N+:31]([CH2:32][CH2:33][CH2:34][CH3:35])([CH2:36][CH2:37][CH2:38][CH3:39])[CH2:40][CH2:41][CH2:42][CH3:43].[F-:26].[OH2:44]>>[CH:5]#[C:6][c:7]1[cH:8][cH:9][c:10]([N:13]2[CH2:14][CH2:15][N:16]([C:19](=[O:20])[O:21][C:22]([CH3:23])([CH3:24])[CH3:25])[CH2:17][CH2:18]2)[n:11][cH:12]1. Reactants: [BH4-], CC(=O)c1ccc(Cc2c(Cl)cc(N3N=CCNC3=O)cc2Cl)cc1, CCO, [Na+]. Yields the product CC(O)c1ccc(Cc2c(Cl)cc(N3N=CCNC3=O)cc2Cl)cc1. Reaction SMILES: [BH4-:26].[C:1]([CH3:2])(=[O:3])[c:4]1[cH:5][cH:6][c:7]([CH2:8][c:9]2[c:10]([Cl:23])[cH:11][c:12]([N:16]3[N:17]=[CH:18][CH2:19][NH:20][C:21]3=[O:22])[cH:13][c:14]2[Cl:15])[cH:24][cH:25]1.[CH3:28][CH2:29][OH:30].[Na+:27]>>[CH:1]([CH3:2])([OH:3])[c:4]1[cH:5][cH:6][c:7]([CH2:8][c:9]2[c:10]([Cl:23])[cH:11][c:12]([N:16]3[N:17]=[CH:18][CH2:19][NH:20][C:21]3=[O:22])[cH:13][c:14]2[Cl:15])[cH:24][cH:25]1. Starting materials: CC#N, COc1cc2ncnc(Nc3ccc(F)c(Cl)c3)c2cc1O, CCOC(=O)N=NC(=O)OCC, OC1CCOC1, c1ccc(P(c2ccccc2)c2ccccc2)cc1. The product is COc1cc2ncnc(Nc3ccc(F)c(Cl)c3)c2cc1OC1CCOC1. RXN SMILES: [CH3:60][C:61]#[N:62].[Cl:1][c:2]1[cH:3][c:4]([NH:9][c:10]2[n:11][cH:12][n:13][c:14]3[cH:15][c:16]([O:21][CH3:22])[c:17]([OH:20])[cH:18][c:19]23)[cH:5][cH:6][c:7]1[F:8].[O:48]=[C:49]([O:50][CH2:51][CH3:52])[N:53]=[N:54][C:55]([O:56][CH2:57][CH3:58])=[O:59].[OH:23][CH:24]1[CH2:25][O:26][CH2:27][CH2:28]1.[c:29]1([P:30]([c:31]2[cH:32][cH:33][cH:34][cH:35][cH:36]2)[c:37]2[cH:38][cH:39][cH:40][cH:41][cH:42]2)[cH:43][cH:44][cH:45][cH:46][cH:47]1>>[Cl:1][c:2]1[cH:3][c:4]([NH:9][c:10]2[n:11][cH:12][n:13][c:14]3[cH:15][c:16]([O:21][CH3:22])[c:17]([O:20][CH:24]4[CH2:25][O:26][CH2:27][CH2:28]4)[cH:18][c:19]23)[cH:5][cH:6][c:7]1[F:8]. Starting materials: C(=O)([O-])[O-].[Na+].[Na+] (Na2CO3), COC1=C(C=CC=C1)B(O)O (2-methoxyphenyl boronic acid), [Cl-].[Li+] (lithium chloride), C(C)(C)(C)OC(=O)N1CCC(=CC1)S(=O)(=O)C(F)(F)F (4-trifluoromethanesulfonyl-3,6-dihydro-2H-pyridine-1-carboxylic acid tert-butyl ester). The reagents and catalysts are C=1C=CC(=CC1)[P](C=2C=CC=CC2)(C=3C=CC=CC3)[Pd]([P](C=4C=CC=CC4)(C=5C=CC=CC5)C=6C=CC=CC6)([P](C=7C=CC=CC7)(C=8C=CC=CC8)C=9C=CC=CC9)[P](C=1C=CC=CC1)(C=1C=CC=CC1)C=1C=CC=CC1 (tetrakis(triphenylphosphine)palladium). Run in CCOC(=O)C.C(Cl)Cl (AcOEt CH2Cl2), COCCOC (1,2-dimethoxyethane). The product is C(C)(C)(C)OC(=O)N1CCC(=CC1)C1=C(C=CC=C1)OC (4-(2-Methoxy-phenyl)-3,6-dihydro-2H-pyridine-1-carboxylic acid tert-butyl ester). Reaction SMILES: C([O-])([O-])=O.[Na+].[Na+].[CH3:7][O:8][C:9]1[CH:14]=[CH:13][CH:12]=[CH:11][C:10]=1B(O)O.[Cl-].[Li+].[C:20]([O:24][C:25]([N:27]1[CH2:32][CH:31]=[C:30](S(C(F)(F)F)(=O)=O)[CH2:29][CH2:28]1)=[O:26])([CH3:23])([CH3:22])[CH3:21]>C1C=CC([P]([Pd]([P](C2C=CC=CC=2)(C2C=CC=CC=2)C2C=CC=CC=2)([P](C2C=CC=CC=2)(C2C=CC=CC=2)C2C=CC=CC=2)[P](C2C=CC=CC=2)(C2C=CC=CC=2)C2C=CC=CC=2)(C2C=CC=CC=2)C2C=CC=CC=2)=CC=1.CCOC(C)=O.C(Cl)Cl.COCCOC>[C:20]([O:24][C:25]([N:27]1[CH2:28][CH:29]=[C:30]([C:10]2[CH:11]=[CH:12][CH:13]=[CH:14][C:9]=2[O:8][CH3:7])[CH2:31][CH2:32]1)=[O:26])([CH3:23])([CH3:21])[CH3:22] |f:0.1.2,4.5,8.9,^1:43,45,64,83|. Reported procedure: A three necked flask purged with nitrogen is charged with aqueous 2N Na2CO3 (1.4 mL), 1,2-dimethoxyethane (3.7 mL), 2-methoxyphenyl boronic acid (206 mg, 1.35 mmol), anhydrous lithium chloride (123 mg, 2.9 mmol), 4-trifluoromethanesulfonyl-3,6-dihydro-2H-pyridine-1-carboxylic acid tert-butyl ester (321 mg, 0.96 mmol) and tetrakis(triphenylphosphine)palladium (56 mg, 0.048 mmol). The mixture is stirred at reflux for 2 h under nitrogen, cooled and concentrated under reduced pressure. The residue i...